Dataset: the Open Reaction Database (ORD), a public repository of structured organic reaction records. Task: describe an organic reaction: reactants, conditions, products, and yield Reactants: CC(=O)NCCN, Cc1ccc(Cl)nn1, [Na+], O=C([O-])O, CN(C)C=O. The product is Cc1ccc(NCCN)nn1. As a reaction SMILES: [C:9](=[O:10])([CH3:11])[NH:12][CH2:13][CH2:14][NH2:15].[Cl:1][c:2]1[n:3][n:4][c:5]([CH3:8])[cH:6][cH:7]1.[Na+:20].[O-:16][C:17]([OH:18])=[O:19].[O:21]=[CH:22][N:23]([CH3:24])[CH3:25]>>[c:2]1([NH:12][CH2:13][CH2:14][NH2:15])[n:3][n:4][c:5]([CH3:8])[cH:6][cH:7]1. The product is ClC1=C(NCC(C)C)C(=CC=C1Cl)[N+](=O)[O-] (2,3-dichloro-6-nitro-N-isobutylaniline). Run at temperature 60 celsius, time 3 day. Yield: 98.0%. As a reaction SMILES: [CH2:1]([NH2:5])[CH:2]([CH3:4])[CH3:3].Cl[C:7]1[C:12]([Cl:13])=[C:11]([Cl:14])[CH:10]=[CH:9][C:8]=1[N+:15]([O-:17])=[O:16].O>C1(C)C=CC=CC=1>[Cl:13][C:12]1[C:11]([Cl:14])=[CH:10][CH:9]=[C:8]([N+:15]([O-:17])=[O:16])[C:7]=1[NH:5][CH2:1][CH:2]([CH3:4])[CH3:3]. Procedure: Forty-eight grams of isobutylamine and 75.5 gm of 2,3,4-trichloronitrobenzene were dissolved in 200 ml of toluene and kept at room temperature for 3 days. The mixture was then treated with a further 5 gm of isobutylamine and heated to 60° C. for 4 hours. The toluene solution was shaken with water, dried, and evaporated. The yield was 86 gm of 2,3-dichloro-6-nitro-N-isobutylaniline (98% of theory), which was obtained as a brownish oil. The solvent is C1(=CC=CC=C1)C (toluene), C1(=CC=CC=C1)C (toluene). Starting materials: O (water), C(C(C)C)N (isobutylamine), ClC1=C(C=CC(=C1Cl)Cl)[N+](=O)[O-] (2,3,4-trichloronitrobenzene), C(C(C)C)N (isobutylamine). Reactants: ClCCl, CC(=O)OC(C)=O, O=C1c2ccccc2CC12CCNCC2. Yields the product CC(=O)N1CCC2(CC1)Cc1ccccc1C2=O. Reaction SMILES: [CH2:23]([Cl:24])[Cl:25].[CH3:16][C:17](=[O:18])[O:19][C:20](=[O:21])[CH3:22].[O:1]=[C:2]1[C:3]2([CH2:4][c:5]3[cH:6][cH:7][cH:8][cH:9][c:10]31)[CH2:11][CH2:12][NH:13][CH2:14][CH2:15]2>>[O:1]=[C:2]1[C:3]2([CH2:4][c:5]3[cH:6][cH:7][cH:8][cH:9][c:10]31)[CH2:11][CH2:12][N:13]([C:17]([CH3:16])=[O:18])[CH2:14][CH2:15]2. The reactants are NC1=C(SC2=NC3=CC(=C(C=C3C=C21)OC)OC)C(=O)N (3-amino-6,7-dimethoxythieno[2,3-b]quinoline-2-carboxamide), N(=O)[O-].[Na+] (sodium nitrite). The solvent is C(C)(=O)O (acetic acid), O (water). Run at time 16 hour. Product: COC=1C(=CC=2C=C3C(=NC2C1)SC1=C3N=NNC1=O)OC (8,9-dimethoxy-1,2,3-triazino[4',5':4,5]thieno[2,3-b]quinolin-4(3H)-one). RXN SMILES: [NH2:1][C:2]1[C:14]2[C:5](=[N:6][C:7]3[C:12]([CH:13]=2)=[CH:11][C:10]([O:15][CH3:16])=[C:9]([O:17][CH3:18])[CH:8]=3)[S:4][C:3]=1[C:19]([NH2:21])=[O:20].[N:22]([O-])=O.[Na+]>C(O)(=O)C.O>[CH3:18][O:17][C:9]1[C:10]([O:15][CH3:16])=[CH:11][C:12]2[CH:13]=[C:14]3[C:2]4[N:1]=[N:22][NH:21][C:19](=[O:20])[C:3]=4[S:4][C:5]3=[N:6][C:7]=2[CH:8]=1 |f:1.2|. Reported procedure: To a solution of 5.0 g of 3-amino-6,7-dimethoxythieno[2,3-b]quinoline-2-carboxamide in 1.5 liters of glacial acetic acid was added dropwise a solution of 4.0 g of sodium nitrite in 20 ml of water. The resulting mixture was stirred at room temperature for 16 hours. The solvent was then evaporated from the reaction mixture under reduced pressure to concentrate it to a volume of 300 ml. The solid which formed was separated by filtration to give 8,9-dimethoxy-1,2,3-triazino[4',5':4,5]thieno[2,3-b]qu... Starting materials: [Al+3], O=C(O)CCc1ccc(Br)cc1, [Cl-], [Cl-], [Cl-], ClCCl, O=S(Cl)Cl. Product: O=C1CCc2ccc(Br)cc21. RXN SMILES: [Al+3:18].[Br:5][c:6]1[cH:7][cH:8][c:9]([CH2:12][CH2:13][C:14](=[O:15])[OH:16])[cH:10][cH:11]1.[Cl-:17].[Cl-:19].[Cl-:20].[Cl:21][CH2:22][Cl:23].[S:1]([Cl:2])([Cl:3])=[O:4]>>[Br:5][c:6]1[cH:7][c:8]2[c:9]([cH:10][cH:11]1)[CH2:12][CH2:13][C:14]2=[O:16]. Reactants: ClN1C(CCC1=O)=O (N-chlorosuccinimide), C(C)(C)(C)C=1C=C(C(=O)OC2=CC(=C(C=C2)Cl)NC(CC(C(C)(C)C)=O)=O)C=C(C1O)C(C)(C)C (4-Chloro-3-(4,4-dimethyl-3-oxopentanamido)phenyl 3,5-di-t-butyl-4-hydroxybenzoate), CCCCCC (hexane). Solvent: C(Cl)(Cl)Cl (chloroform). Run at time 18 hour. Product: C(C)(C)(C)C=1C=C(C(=O)OC2=CC(=C(C=C2)Cl)NC(C(C(C(C)(C)C)=O)Cl)=O)C=C(C1O)C(C)(C)C (4-Chloro-3-(2-chloro-4,4-dimethyl-3-oxopentanamido)phenyl 3,5-di-t-butyl-4-hydroxybenzoate). RXN SMILES: [Cl:1]N1C(=O)CCC1=O.[C:9]([C:13]1[CH:14]=[C:15]([CH:36]=[C:37]([C:40]([CH3:43])([CH3:42])[CH3:41])[C:38]=1[OH:39])[C:16]([O:18][C:19]1[CH:24]=[CH:23][C:22]([Cl:25])=[C:21]([NH:26][C:27](=[O:35])[CH2:28][C:29](=[O:34])[C:30]([CH3:33])([CH3:32])[CH3:31])[CH:20]=1)=[O:17])([CH3:12])([CH3:11])[CH3:10].CCCCCC>C(Cl)(Cl)Cl>[C:40]([C:37]1[CH:36]=[C:15]([CH:14]=[C:13]([C:9]([CH3:10])([CH3:11])[CH3:12])[C:38]=1[OH:39])[C:16]([O:18][C:19]1[CH:24]=[CH:23][C:22]([Cl:25])=[C:21]([NH:26][C:27](=[O:35])[CH:28]([Cl:1])[C:29](=[O:34])[C:30]([CH3:31])([CH3:32])[CH3:33])[CH:20]=1)=[O:17])([CH3:43])([CH3:42])[CH3:41]. Procedure: N-chlorosuccinimide (16.3 g; 0.122 mole) was added with stirring to a solution of the compound (55.7 g; 0.1 mole) from (c) in chloroform (480 ml) and stirring continued for 18 hr. The volume of the mixture was reduced to approximately 100 ml and hexane (250 ml) added. The mixture was washed with water (2×100 ml) and the organic solution dried and evaporated to give a solid. This material was crystallized from dichloromethane (100 ml) and hexane (500 ml), to give the product (44.5 g; 83%) as a wh... Starting materials: NC=1OC(=CN1)C(C1=CC(=C(C=C1)Cl)Cl)=O (2-Amino-5-(3', 4'-dichlorobenzoyl)oxazole), CNC (dimethylamine). Solvent: C(C)(C)(C)O (t-butyl alcohol). Run at time 4 hour. The product is ClC=1C=C(C=CC1Cl)C1=NC(=NC=C1O)N(C)C (4-(3,4-Dichlorophenyl)-2-dimethylamino-5-hydroxypyrimidine). As a reaction SMILES: [NH2:1][C:2]1[O:3][C:4]([C:7](=O)[C:8]2[CH:13]=[CH:12][C:11]([Cl:14])=[C:10]([Cl:15])[CH:9]=2)=[CH:5][N:6]=1.[CH3:17][NH:18][CH3:19]>C(O)(C)(C)C>[Cl:15][C:10]1[CH:9]=[C:8]([C:7]2[C:4]([OH:3])=[CH:5][N:6]=[C:2]([N:18]([CH3:19])[CH3:17])[N:1]=2)[CH:13]=[CH:12][C:11]=1[Cl:14]. Procedure details: 2-Amino-5-(3', 4'-dichlorobenzoyl)oxazole (2 g, 7.8 mmol) was combined with aqueous dimethylamine (100 ml) in t-butyl alcohol and stirred at room temperature for 4 hours. The solvents were removed in vacuum and the residue was chromatographed on silica gel with hexane and ethylacetate (3:1) as the eluent to yield 1.5 g of the title compound as a crystalline solid, m.p. 188°-189° C.